describe an organic reaction: reactants, conditions, products, and yield From a dataset of the Open Reaction Database (ORD), a public repository of structured organic reaction records. Reactants: CCO, ClC(Cl)Cl, O=C1c2ccccc2C(=O)N1Cc1ccc(C2=NOC(c3cc(Cl)c(Cl)c(Cl)c3)(C(F)(F)F)C2)cc1Cl, NN, O. Yields the product NCc1ccc(C2=NOC(c3cc(Cl)c(Cl)c(Cl)c3)(C(F)(F)F)C2)cc1Cl. Reaction SMILES: [CH3:42][CH2:43][OH:44].[CH:38]([Cl:39])([Cl:40])[Cl:41].[Cl:1][c:2]1[c:3]([CH2:26][N:27]2[C:28](=[O:29])[c:30]3[cH:31][cH:32][cH:33][cH:34][c:35]3[C:36]2=[O:37])[cH:4][cH:5][c:6]([C:8]2=[N:9][O:10][C:11]([C:13]([F:14])([F:15])[F:16])([c:17]3[cH:18][c:19]([Cl:25])[c:20]([Cl:24])[c:21]([Cl:23])[cH:22]3)[CH2:12]2)[cH:7]1.[NH2:46][NH2:47].[OH2:45]>>[Cl:1][c:2]1[c:3]([CH2:26][NH2:27])[cH:4][cH:5][c:6]([C:8]2=[N:9][O:10][C:11]([C:13]([F:14])([F:15])[F:16])([c:17]3[cH:18][c:19]([Cl:25])[c:20]([Cl:24])[c:21]([Cl:23])[cH:22]3)[CH2:12]2)[cH:7]1. The reactants are ClC1=CC=C(C=2N(C(=NC21)NC=2C(=NN(C2C)C)C)CCCC(=O)OCC)C(CC)CC (ethyl 4-{4-chloro-7-(1-ethylpropyl)-2-[(1,3,5-trimethyl-1H-pyrazol-4-yl)amino]-1H-benzimidazol-1-yl}butanoate), [BH4-].[Li+] (lithium borohydride), O (Water). The solvent is O1CCCC1 (tetrahydrofuran). Run at time 16 hour. Product: ClC1=CC=C(C=2N(C(=NC21)NC=2C(=NN(C2C)C)C)CCCCO)C(CC)CC (4-{4-Chloro-7-(1-ethylpropyl)-2-[(1,3,5-trimethyl-1H-pyrazol-4-yl)amino]-1H-benzimidazol-1-yl}butan-1-ol). Yield: 32.7%. As a reaction SMILES: [Cl:1][C:2]1[C:10]2[N:9]=[C:8]([NH:11][C:12]3[C:13]([CH3:19])=[N:14][N:15]([CH3:18])[C:16]=3[CH3:17])[N:7]([CH2:20][CH2:21][CH2:22][C:23](OCC)=[O:24])[C:6]=2[C:5]([CH:28]([CH2:31][CH3:32])[CH2:29][CH3:30])=[CH:4][CH:3]=1.[BH4-].[Li+].O>O1CCCC1>[Cl:1][C:2]1[C:10]2[N:9]=[C:8]([NH:11][C:12]3[C:13]([CH3:19])=[N:14][N:15]([CH3:18])[C:16]=3[CH3:17])[N:7]([CH2:20][CH2:21][CH2:22][CH2:23][OH:24])[C:6]=2[C:5]([CH:28]([CH2:31][CH3:32])[CH2:29][CH3:30])=[CH:4][CH:3]=1 |f:1.2|. Procedure details: To a solution of ethyl 4-{4-chloro-7-(1-ethylpropyl)-2-[(1,3,5-trimethyl-1H-pyrazol-4-yl)amino]-1H-benzimidazol-1-yl}butanoate (240 mg, 0.52 mmol) in tetrahydrofuran (3 mL) was added lithium borohydride (34 mg, 1.57 mmol) portionwise at 0° C. The mixture was warmed to room temperature and stirred for 16 hr. Water was added and the mixture was extracted with ethyl acetate. Organic layer was washed with brine, dried over anhydrous sodium sulfate and concentrated in vacuo. The residue was purified ... Reactants: BrC1=CC(=C(S1)CC(C)NC(=O)C=1C(=NN(C1)C)C(F)F)Cl (3-difluoromethyl-1-methyl-1H-pyrazole-4-carboxylic acid[2-(5-bromo-3-chlorothiophen-2-yl)-1-methylethyl]amide), FC1=CC=C(C=C1)B(O)O (4-fluorophenylboronic acid), C([O-])(O)=O.[Na+] (sodiumbicarbonate), bistriphenylphosphine palladium dichloride, C(OC)COC (dimethoxyethane). Run in O (water), O (water), C(C)OC(C)=O (ethylacetate). The product is ClC1=C(SC(=C1)C1=CC=C(C=C1)F)CC(C)NC(=O)C=1C(=NN(C1)C)C(F)F (3-difluoromethyl-1-methyl-1H-pyrazole-4-carboxylic acid{2-[3-chloro-5-(4-fluorophenyl)thiophen-2-yl]-1-methylethyl}amide). RXN SMILES: Br[C:2]1[S:6][C:5]([CH2:7][CH:8]([NH:10][C:11]([C:13]2[C:14]([CH:19]([F:21])[F:20])=[N:15][N:16]([CH3:18])[CH:17]=2)=[O:12])[CH3:9])=[C:4]([Cl:22])[CH:3]=1.[F:23][C:24]1[CH:29]=[CH:28][C:27](B(O)O)=[CH:26][CH:25]=1.C(=O)(O)[O-].[Na+].C(COC)OC>O.C(OC(=O)C)C>[Cl:22][C:4]1[CH:3]=[C:2]([C:27]2[CH:28]=[CH:29][C:24]([F:23])=[CH:25][CH:26]=2)[S:6][C:5]=1[CH2:7][CH:8]([NH:10][C:11]([C:13]1[C:14]([CH:19]([F:21])[F:20])=[N:15][N:16]([CH3:18])[CH:17]=1)=[O:12])[CH3:9] |f:2.3|. Reported procedure: In a sulfonation flask a mixture containing of 207 mg (0.5 mmol) 3-difluoromethyl-1-methyl-1H-pyrazole-4-carboxylic acid[2-(5-bromo-3-chlorothiophen-2-yl)-1-methylethyl]amide, 90 mg (0.64 mmol) 4-fluorophenylboronic acid, 151 mg (1.8 mmol) sodiumbicarbonate, 36 mg (0.05 mmol) bistriphenylphosphine palladium dichloride, 10 ml dimethoxyethane and 5 ml of water is stirred at reflux for 6 hours. After cooling to ambient temperature ethylacetate and water is added and the organic layer separated and ... Starting materials: [BH4-], COc1cccc(C2(O)CC(=O)CCC2CN(C)C)c1, CCO, [Cl-], [NH4+], [Na+], [Na+], C1CCOC1, [OH-]. Product: COc1cccc(C2(O)CC(O)CCC2CN(C)C)c1. Reaction SMILES: [BH4-:21].[CH3:1][N:2]([CH3:3])[CH2:4][CH:5]1[C:6]([c:12]2[cH:13][c:14]([O:18][CH3:19])[cH:15][cH:16][cH:17]2)([OH:20])[CH2:7][C:8](=[O:11])[CH2:9][CH2:10]1.[CH3:32][CH2:33][OH:34].[Cl-:23].[NH4+:24].[Na+:22].[Na+:26].[O:27]1[CH2:28][CH2:29][CH2:30][CH2:31]1.[OH-:25]>>[CH3:1][N:2]([CH3:3])[CH2:4][CH:5]1[C:6]([c:12]2[cH:13][c:14]([O:18][CH3:19])[cH:15][cH:16][cH:17]2)([OH:20])[CH2:7][CH:8]([OH:11])[CH2:9][CH2:10]1. The reactants are C(C)C1=C(CO)C(=CC(=C1)C)CC (2,6-diethyl-4-methylbenzyl alcohol), Br (hydrobromic acid). The product is C(C)C1=C(CBr)C(=CC(=C1)C)CC (2,6-diethyl-4-methylbenzyl bromide). The yield is 89.0%. As a reaction SMILES: [CH2:1]([C:3]1[CH:10]=[C:9]([CH3:11])[CH:8]=[C:7]([CH2:12][CH3:13])[C:4]=1[CH2:5]O)[CH3:2].[BrH:14]>>[CH2:1]([C:3]1[CH:10]=[C:9]([CH3:11])[CH:8]=[C:7]([CH2:12][CH3:13])[C:4]=1[CH2:5][Br:14])[CH3:2]. Procedure: 14.7 g (82.5 mmol) of 2,6-diethyl-4-methylbenzyl alcohol in 150 ml of hydrobromic acid are stirred at 100° C. for 4 h. After cooling, the mixture is extracted with dichloromethane and the extract is washed with water, dried (magnesium sulphate) and concentrated using a rotary evaporator. Distillation (110° C. bath temperature, 0.3 mbar) gives 17.82 g (89%) of 2,6-diethyl-4-methylbenzyl bromide as a colourless oil. 1H-NMR (400 MHz, CDCl3): δ=1.28 (t, 6H), 2.30 (s, 3H), 2.73 (q, 4H), 4.61 (s, 2H),...